From a dataset of the Open Reaction Database (ORD), a public repository of structured organic reaction records. describe an organic reaction: reactants, conditions, products, and yield Starting materials: BrB(Br)Br, ClCCl, COc1cnc2[nH]ccc2c1, O. Yields the product Oc1cnc2[nH]ccc2c1. Reaction SMILES: [B:1]([Br:2])([Br:3])[Br:4].[CH2:17]([Cl:18])[Cl:19].[CH3:5][O:6][c:7]1[cH:8][c:9]2[cH:10][cH:11][nH:12][c:13]2[n:14][cH:15]1.[OH2:16]>>[OH:6][c:7]1[cH:8][c:9]2[cH:10][cH:11][nH:12][c:13]2[n:14][cH:15]1. Procedure details: An amount of 1.99 g (0.012 mole) of potassium iodide is dissolved in 6 ml of water. The obtained solution is diluted with 20 ml of dioxane; an addition is then made at 25°, with stirring, of a solution of 4.3 g (0.01 mole) of N,N-diethyl-1-(2-benzoyl-4-chlorophenyl)-5-(chloromethyl)-1H-1,2,4-triazole-3-carboxamide in 40 ml of dioxane, and the reaction solution heated for 1 hour at 50°. There is then added 35 ml of conc. aqueous ammonia solution, the mixture heated for a further 2 hours at 50°, a... The product is C(C)N(C(=O)C1=NN2C(CN=C(C3=C2C=CC(=C3)Cl)C3=CC=CC=C3)=N1)CC (N,N-diethyl-6-phenyl-8-chloro-4H-s-triazolo[1,5-a][1,4]benzodiazepine-2-carboxamide). The reactants are C(C)N(C(=O)C1=NN(C(=N1)CCl)C1=C(C=C(C=C1)Cl)C(C1=CC=CC=C1)=O)CC (N,N-diethyl-1-(2-benzoyl-4-chlorophenyl)-5-(chloromethyl)-1H-1,2,4-triazole-3-carboxamide), [I-].[K+] (potassium iodide), N (ammonia). RXN SMILES: [I-].[K+].[CH2:3]([N:5]([CH2:30][CH3:31])[C:6]([C:8]1[N:12]=[C:11]([CH2:13]Cl)[N:10]([C:15]2[CH:20]=[CH:19][C:18]([Cl:21])=[CH:17][C:16]=2[C:22](=O)[C:23]2[CH:28]=[CH:27][CH:26]=[CH:25][CH:24]=2)[N:9]=1)=[O:7])[CH3:4].[NH3:32]>O.O1CCOCC1>[CH2:30]([N:5]([CH2:3][CH3:4])[C:6]([C:8]1[N:12]=[C:11]2[CH2:13][N:32]=[C:22]([C:23]3[CH:24]=[CH:25][CH:26]=[CH:27][CH:28]=3)[C:16]3[CH:17]=[C:18]([Cl:21])[CH:19]=[CH:20][C:15]=3[N:10]2[N:9]=1)=[O:7])[CH3:31] |f:0.1|. The solvent is O1CCOCC1 (dioxane), O1CCOCC1 (dioxane), O (water).